Dataset: the Open Reaction Database (ORD), a public repository of structured organic reaction records. Task: describe an organic reaction: reactants, conditions, products, and yield Starting materials: CC(=O)OCC(CCO)COC(C)=O, BrC(Br)(Br)Br, CN(C)C=O, c1ccc(P(c2ccccc2)c2ccccc2)cc1. Yields the product CC(=O)OCC(CCBr)COC(C)=O. RXN SMILES: [C:1]([CH3:2])(=[O:3])[O:4][CH2:5][CH:6]([CH2:7][CH2:8][OH:9])[CH2:10][O:11][C:12]([CH3:13])=[O:14].[C:34]([Br:35])([Br:36])([Br:37])[Br:38].[CH3:39][N:40]([CH3:41])[CH:42]=[O:43].[c:15]1([P:16]([c:17]2[cH:18][cH:19][cH:20][cH:21][cH:22]2)[c:23]2[cH:24][cH:25][cH:26][cH:27][cH:28]2)[cH:29][cH:30][cH:31][cH:32][cH:33]1>>[C:1]([CH3:2])(=[O:3])[O:4][CH2:5][CH:6]([CH2:7][CH2:8][Br:35])[CH2:10][O:11][C:12]([CH3:13])=[O:14].